Dataset: the Open Reaction Database (ORD), a public repository of structured organic reaction records. Task: describe an organic reaction: reactants, conditions, products, and yield The reactants are [Al+3], O=C1OCC(Cc2ccccc2)N1C(=O)C1CCC2(CC1COCc1ccccc1)OCCO2, C1CCOC1, SCc1ccccc1, [Li]CCCC, [H-], [H-], [H-], [H-], [Li+], O. The product is OCC1CCC2(CC1COCc1ccccc1)OCCO2. Reaction SMILES: [Al+3:49].[CH2:14]([CH:15]1[CH2:16][O:17][C:18](=[O:19])[N:20]1[C:27](=[O:28])[CH:29]1[CH:30]([CH2:39][O:40][CH2:41][c:42]2[cH:43][cH:44][cH:45][cH:46][cH:47]2)[CH2:31][C:32]2([O:33][CH2:34][CH2:35][O:36]2)[CH2:37][CH2:38]1)[c:21]1[cH:22][cH:23][cH:24][cH:25][cH:26]1.[CH2:54]1[O:55][CH2:56][CH2:57][CH2:58]1.[CH2:6]([SH:7])[c:8]1[cH:9][cH:10][cH:11][cH:12][cH:13]1.[CH3:1][CH2:2][CH2:3][CH2:4][Li:5].[H-:48].[H-:51].[H-:52].[H-:53].[Li+:50].[OH2:59]>>[CH2:27]([OH:28])[CH:29]1[CH:30]([CH2:39][O:40][CH2:41][c:42]2[cH:43][cH:44][cH:45][cH:46][cH:47]2)[CH2:31][C:32]2([O:33][CH2:34][CH2:35][O:36]2)[CH2:37][CH2:38]1.